Dataset: the Open Reaction Database (ORD), a public repository of structured organic reaction records. Task: describe an organic reaction: reactants, conditions, products, and yield Reactants: [BH4-], O=C(OCc1ccccc1)C1CC(=O)N1OCc1ccccc1, CC(=O)O, CCOC(C)=O, [Na+], C1CCOC1, O. Product: O=C1CC(CO)N1OCc1ccccc1. RXN SMILES: [BH4-:29].[CH2:1]([c:2]1[cH:3][cH:4][cH:5][cH:6][cH:7]1)[O:8][N:9]1[C:10](=[O:23])[CH2:11][CH:12]1[C:13](=[O:14])[O:15][CH2:16][c:17]1[cH:18][cH:19][cH:20][cH:21][cH:22]1.[CH3:31][C:32](=[O:33])[OH:34].[CH3:36][CH2:37][O:38][C:39](=[O:40])[CH3:41].[Na+:30].[O:24]1[CH2:25][CH2:26][CH2:27][CH2:28]1.[OH2:35]>>[CH2:1]([c:2]1[cH:3][cH:4][cH:5][cH:6][cH:7]1)[O:8][N:9]1[C:10](=[O:23])[CH2:11][CH:12]1[CH2:13][OH:14]. Reactants: COc1ccc(S(=O)(=O)N(c2ccccc2)C2CCN(C3CCCCC3c3ccccc3)CC2)cc1, ClCCl. The product is O=S(=O)(c1ccc(O)cc1)N(c1ccccc1)C1CCN(C2CCCCC2c2ccccc2)CC1. As a reaction SMILES: [CH3:1][O:2][c:3]1[cH:4][cH:5][c:6]([S:9](=[O:10])(=[O:11])[N:12]([CH:13]2[CH2:14][CH2:15][N:16]([CH:19]3[CH:20]([c:25]4[cH:26][cH:27][cH:28][cH:29][cH:30]4)[CH2:21][CH2:22][CH2:23][CH2:24]3)[CH2:17][CH2:18]2)[c:31]2[cH:32][cH:33][cH:34][cH:35][cH:36]2)[cH:7][cH:8]1.[Cl:37][CH2:38][Cl:39]>>[OH:2][c:3]1[cH:4][cH:5][c:6]([S:9](=[O:10])(=[O:11])[N:12]([CH:13]2[CH2:14][CH2:15][N:16]([CH:19]3[CH:20]([c:25]4[cH:26][cH:27][cH:28][cH:29][cH:30]4)[CH2:21][CH2:22][CH2:23][CH2:24]3)[CH2:17][CH2:18]2)[c:31]2[cH:32][cH:33][cH:34][cH:35][cH:36]2)[cH:7][cH:8]1. Starting materials: ClC1=CC=NC2=CC(=CC=C12)C(F)(F)F (4-chloro-7-trifluoromethylquinoline), O.NN (hydrazine hydrate). Solvent: C(C)O (ethanol). Yields the product Cl.N(N)C1=CC=NC2=CC(=CC=C12)C(F)(F)F (4-hydrazino-7-trifluoromethylquinoline hydrochloride). Reaction SMILES: [Cl:1][C:2]1[C:11]2[C:6](=[CH:7][C:8]([C:12]([F:15])([F:14])[F:13])=[CH:9][CH:10]=2)[N:5]=[CH:4][CH:3]=1.O.[NH2:17][NH2:18]>C(O)C>[ClH:1].[NH:17]([C:2]1[C:11]2[C:6](=[CH:7][C:8]([C:12]([F:15])([F:14])[F:13])=[CH:9][CH:10]=2)[N:5]=[CH:4][CH:3]=1)[NH2:18] |f:1.2,4.5|. Reported procedure: A mixture of 4-chloro-7-trifluoromethylquinoline (21.95 g.) in ethanol (100 ml.) and hydrazine hydrate (60 g.) was refluxed overnight. The solvent and the excess of reagent were removed in vacuo to give 4-hydrazino-7-trifluoromethylquinoline hydrochloride. Starting materials: FC1=CC=C(C(=O)CC2CNCC2)C=C1 (3-(4-fluorobenzoylmethyl)pyrrolidine), BrCCC1=CN(C2=CC=C(C=C12)OC)C (3-(2-Bromoethyl)-5-methoxy-1-methylindole). Run in C(C)C(=O)CC (diethyl ketone). Yields the product CN1C=C(C2=CC(=CC=C12)OC)CCN1CC(CC1)CC(C1=CC=C(C=C1)F)=O (1-Methyl-3-{2-[3-(4-fluorobenzoylmethyl)pyrrolidin-1-yl]ethyl}-5-methoxyindole). RXN SMILES: [F:1][C:2]1[CH:15]=[CH:14][C:5]([C:6]([CH2:8][CH:9]2[CH2:13][CH2:12][NH:11][CH2:10]2)=[O:7])=[CH:4][CH:3]=1.Br[CH2:17][CH2:18][C:19]1[C:27]2[C:22](=[CH:23][CH:24]=[C:25]([O:28][CH3:29])[CH:26]=2)[N:21]([CH3:30])[CH:20]=1>C(C(CC)=O)C>[CH3:30][N:21]1[C:22]2[C:27](=[CH:26][C:25]([O:28][CH3:29])=[CH:24][CH:23]=2)[C:19]([CH2:18][CH2:17][N:11]2[CH2:12][CH2:13][CH:9]([CH2:8][C:6](=[O:7])[C:5]3[CH:4]=[CH:3][C:2]([F:1])=[CH:15][CH:14]=3)[CH2:10]2)=[CH:20]1. Reported procedure: Alkylation of 3-(4-fluorobenzoylmethyl)pyrrolidine by the brominated compound obtained in Stage 3 is carded out in diethyl ketone by following the procedure described in Stage 3 of Example 1. Reactants: BrC=1C=CC(=NC1)N1C(=CC=C1C)C (5-bromo-2-(2,5-dimethylpyrrol-1-yl)pyridine), C(CCC)[Li] (n-Butyl lithium), ClCC(=O)N(C)OC (2-chloro-N-methoxy-N-methylacetamide), Cl (HCl). Solvent: CC(C)(C)OC (TBME), O (water), CC(C)(C)OC (TBME), CC(C)(C)OC (TBME). Conditions: time 15 minute. Product: ClCC(=O)C=1C=NC(=CC1)N1C(=CC=C1C)C (2-Chloro-1-[6-(2,5-dimethylpyrrol-1-yl)pyridin-3-yl]ethanone). Isolated yield 78.8%. Reaction SMILES: Br[C:2]1[CH:3]=[CH:4][C:5]([N:8]2[C:12]([CH3:13])=[CH:11][CH:10]=[C:9]2[CH3:14])=[N:6][CH:7]=1.C([Li])CCC.[Cl:20][CH2:21][C:22](N(OC)C)=[O:23].Cl>CC(OC)(C)C.O>[Cl:20][CH2:21][C:22]([C:2]1[CH:7]=[N:6][C:5]([N:8]2[C:12]([CH3:13])=[CH:11][CH:10]=[C:9]2[CH3:14])=[CH:4][CH:3]=1)=[O:23]. Reported procedure: A solution of 5-bromo-2-(2,5-dimethylpyrrol-1-yl)pyridine (1.00 Kg 3.98 mol) in TBME (7.5 L) was cooled to −70° C. n-Butyl lithium (2.5N in hexane; 1.73 L, 4.32 mol) was added drop-wise over 1 hour maintaining the temperature between −74° C. and −69° C. The mixture was then stirred at a temperature between −74° C. and −69° C. for a further 15 minutes. A solution of 2-chloro-N-methoxy-N-methylacetamide (0.65 Kg, 4.72 mol) in TBME (3.0 L) was then added drop-wise over 100 minutes maintaining the t... Starting materials: Intermediate 2, TEA, FC1=C(C=C(C(=O)N(CC(F)(F)F)CC(F)(F)F)C=C1)[N+](=O)[O-] (4-fluoro-3-nitro-N,N-bis(2,2,2-trifluoroethyl)benzamide), O1C=C(C=C1)CN (3-furylmethylamine). Solvent: CCO (EtOH). Product: O1C=C(C=C1)CNC1=C(C=C(C(=O)N(CC(F)(F)F)CC(F)(F)F)C=C1)[N+](=O)[O-] (4-[(3-Furylmethyl)amino]-3-nitro-N,N-bis(2,2,2-trifluoroethyl)benzamide). Reaction SMILES: F[C:2]1[CH:20]=[CH:19][C:5]([C:6]([N:8]([CH2:14][C:15]([F:18])([F:17])[F:16])[CH2:9][C:10]([F:13])([F:12])[F:11])=[O:7])=[CH:4][C:3]=1[N+:21]([O-:23])=[O:22].[O:24]1[CH:28]=[CH:27][C:26]([CH2:29][NH2:30])=[CH:25]1>CCO>[O:24]1[CH:28]=[CH:27][C:26]([CH2:29][NH:30][C:2]2[CH:20]=[CH:19][C:5]([C:6]([N:8]([CH2:9][C:10]([F:12])([F:11])[F:13])[CH2:14][C:15]([F:18])([F:16])[F:17])=[O:7])=[CH:4][C:3]=2[N+:21]([O-:23])=[O:22])=[CH:25]1. Procedure: Following the general procedure for Intermediate 2 using 4-fluoro-3-nitro-N,N-bis(2,2,2-trifluoroethyl)benzamide (103 mg, 0.296 mmol) and 3-furylmethylamine (35 mg, 0.355 mmol) in 3 mL of EtOH containing TEA (0.060 mL, 0.444 mmol). The product was purified by flash chromatography on silica gel using 3:1/hexanes:EtOAc as eluent. Yield: 114 mg (91%); 1H NMR (400 MHz, CHLOROFORM-D) δ 4.26 (q, J=8.40 Hz, 4H), 4.44 (d, J=5.27 Hz, 2H), 6.43 (m, 1H), 7.00 (d, J=8.98 Hz, 1H), 7.46 (m, 2H), 7.55 (dd, J=8... Run at temperature 165 celsius. RXN SMILES: [CH3:1][C@@H:2]1[CH2:7][O:6][CH2:5][CH2:4][NH:3]1.Br[C:9]1[CH:10]=[C:11]2[C:16](=[CH:17][CH:18]=1)[C:15](Cl)=[N:14][N:13]=[CH:12]2.[CH:20]1([NH:23][C:24](=[O:41])[C:25]2[CH:30]=[CH:29][C:28]([CH3:31])=[C:27](B3OC(C)(C)C(C)(C)O3)[CH:26]=2)[CH2:22][CH2:21]1.C(=O)([O-])[O-].[K+].[K+].O>CC1C=CC(C)=CC=1.C(O)C.C(OCC)(=O)C.C1C=CC([P]([Pd]([P](C2C=CC=CC=2)(C2C=CC=CC=2)C2C=CC=CC=2)([P](C2C=CC=CC=2)(C2C=CC=CC=2)C2C=CC=CC=2)[P](C2C=CC=CC=2)(C2C=CC=CC=2)C2C=CC=CC=2)(C2C=CC=CC=2)C2C=CC=CC=2)=CC=1>[CH:20]1([NH:23][C:24](=[O:41])[C:25]2[CH:30]=[CH:29][C:28]([CH3:31])=[C:27]([C:9]3[CH:10]=[C:11]4[C:16](=[CH:17][CH:18]=3)[C:15]([N:3]3[CH2:4][CH2:5][O:6][CH2:7][C@H:2]3[CH3:1])=[N:14][N:13]=[CH:12]4)[CH:26]=2)[CH2:21][CH2:22]1 |f:3.4.5,^1:69,71,90,109|. Reactants: C1(CC1)NC(C1=CC(=C(C=C1)C)B1OC(C(O1)(C)C)(C)C)=O (N-cyclopropyl-4-methyl-3-(4,4,5,5-tetramethyl-1,3,2-dioxaborolan-2-yl)benzamide), C([O-])([O-])=O.[K+].[K+] (potassium carbonate), O (water), C[C@H]1NCCOC1 ((R)-3-Methylmorpholine), BrC=1C=C2C=NN=C(C2=CC1)Cl (6-bromo-1-chlorophthalazine). Reagents/catalysts: C=1C=CC(=CC1)[P](C=2C=CC=CC2)(C=3C=CC=CC3)[Pd]([P](C=4C=CC=CC4)(C=5C=CC=CC5)C=6C=CC=CC6)([P](C=7C=CC=CC7)(C=8C=CC=CC8)C=9C=CC=CC9)[P](C=1C=CC=CC1)(C=1C=CC=CC1)C=1C=CC=CC1 (tetrakis(triphenylphosphine)palladium). Yields the product C1(CC1)NC(C1=CC(=C(C=C1)C)C=1C=C2C=NN=C(C2=CC1)N1[C@@H](COCC1)C)=O (N-Cyclopropyl-4-methyl-3-{1-[(3R)-3-methylmorpholin-4-yl]phthalazin-6-yl}benzamide). Run in C(C)O (ethyl alcohol), C(C)(=O)OCC (ethyl acetate), CC=1C=CC(=CC1)C (p-xylene). Procedure: (R)-3-Methylmorpholine (93 mg, 919 μmol) was dissolved in p-xylene (0.460 mL) before 6-bromo-1-chlorophthalazine (112 mg, 460 μmol) was added. The reaction mixture was heated to 165° C. for 1.5 h, then diluted with ethyl alcohol (4.61 mL) before N-cyclopropyl-4-methyl-3-(4,4,5,5-tetramethyl-1,3,2-dioxaborolan-2-yl)benzamide (153 mg, 507 μmol), tetrakis(triphenylphosphine)palladium (27 mg, 23 μmol), and potassium carbonate—1.5 M in water (1229 μl, 1843 μmol) were added. The mixture was heated to ...